Dataset: the Open Reaction Database (ORD), a public repository of structured organic reaction records. Task: describe an organic reaction: reactants, conditions, products, and yield Starting materials: C(C)(C)(C)OC(=O)C1(CCCC1)C(=O)O (1-(Tert-butoxycarbonyl)cyclopentanecarboxylic acid), [[13-cyclohexyl-6-[[(2R,6S)-2,6-dimethyl-4-morpholinyl]carbonyl]-7H-indolo[2,1-a][2]benzazepin-10-yl]carbonyl/amino]-cyclopentanecarboxylic acid, ice water, C(=O)([O-])[O-].[Cs+].[Cs+] (Cs2CO3), C(C1=CC=CC=C1)Br (benzyl bromide). Solvent: CN(C)C=O (DMF). Run at time 8 hour. Product: C(C)(C)(C)OC(=O)C1(CCCC1)C(=O)OCC1=CC=CC=C1 (benzyl 1-(t-butoxycarbonyl)cyclopentanecarboxylate). RXN SMILES: [C:1]([O:5][C:6]([C:8]1([C:13]([OH:15])=[O:14])[CH2:12][CH2:11][CH2:10][CH2:9]1)=[O:7])([CH3:4])([CH3:3])[CH3:2].C([O-])([O-])=O.[Cs+].[Cs+].[CH2:22](Br)[C:23]1[CH:28]=[CH:27][CH:26]=[CH:25][CH:24]=1>CN(C=O)C>[C:1]([O:5][C:6]([C:8]1([C:13]([O:15][CH2:22][C:23]2[CH:28]=[CH:27][CH:26]=[CH:25][CH:24]=2)=[O:14])[CH2:12][CH2:11][CH2:10][CH2:9]1)=[O:7])([CH3:4])([CH3:2])[CH3:3] |f:1.2.3|. Reported procedure: 1-[[[13-cyclohexyl-6-[[(2R,6S)-2,6-dimethyl-4-morpholinyl]carbonyl]-7H-indolo[2,1-a][2]benzazepin-10-yl]carbonyl/amino]-cyclopentanecarboxylic acid. 1-(Tert-butoxycarbonyl)cyclopentanecarboxylic acid (3.37 g, 14.7 mmol) was dissolved in DMF (40 mL) and treated with Cs2CO3 (5.28 g, 16.2 mmol) and benzyl bromide (1.1 mL, 16.2 mmol), the mixture was stirred at rt overnight and then at 70° C. for 3 h. The reaction mixture was poured into ice water (100 mL) and extracted with EtOAc (250 mL). The orga... The reactants are CCc1cc(C(=N)NO)cc(C)c1O, CCCc1cccc(C)c1O. Yields the product CCCc1cc(C(=N)NO)cc(C)c1O. RXN SMILES: [CH2:12]([c:13]1[cH:14][c:15]([C:17](=[NH:18])[NH:19][OH:20])[cH:16][c:21]([CH3:22])[c:23]1[OH:24])[CH3:25].[CH3:1][c:2]1[c:3]([OH:11])[c:4]([CH2:8][CH2:9][CH3:10])[cH:5][cH:6][cH:7]1>>[CH3:1][c:2]1[c:3]([OH:11])[c:4]([CH2:8][CH2:9][CH3:10])[cH:5][c:6]([C:17](=[NH:18])[NH:19][OH:20])[cH:7]1. Starting materials: C1(CCCC1)Br (cyclopentyl bromide), OC1=CC(=NN1C)C(F)(F)F (5-hydroxy-1-methyl-3-trifluoromethylpyrazole), C([O-])([O-])=O.[K+].[K+] (potassium carbonate), C([O-])([O-])=O.[K+].[K+] (potassium carbonate), C=O (paraformaldehyde). Solvent: O (water), C(C)(=O)OCC (ethyl acetate), CN(C)C=O (DMF). The product is C1(CCCC1)OC1=C(C(=NN1C)C(F)(F)F)CO (5-cyclopentyloxy-4-hydroxymethyl-1-methyl-3-trifluoromethylpyrazole). Yield: 67.0%. Reaction SMILES: [OH:1][C:2]1[N:6]([CH3:7])[N:5]=[C:4]([C:8]([F:11])([F:10])[F:9])[CH:3]=1.[C:12](=[O:15])([O-])[O-].[K+].[K+].C=O.[CH:20]1(Br)[CH2:24][CH2:23][CH2:22][CH2:21]1>CN(C=O)C.O.C(OCC)(=O)C>[CH:20]1([O:1][C:2]2[N:6]([CH3:7])[N:5]=[C:4]([C:8]([F:11])([F:10])[F:9])[C:3]=2[CH2:12][OH:15])[CH2:24][CH2:23][CH2:22][CH2:21]1 |f:1.2.3|. Procedure details: In 100 ml of DMF were suspended 16.6 g (0.10 mole) of the 5-hydroxy-1-methyl-3-trifluoromethylpyrazole synthesized in Reference Example 1 and 20.9 g (0.15 mole) of potassium carbonate. In this suspension being stirred at room temperature was placed 4.5 g (0.15 mole) of paraformaldehyde, followed by stirring at the same temperature for 1 hour. Then, 41.8 g (0.30 mole) of potassium carbonate was added. Thereto was dropwise added 44.7 g (0.30 mole) of cyclopentyl bromide. The reaction mixture was h... Reaction SMILES: [Br:1][c:2]1[n:3][c:4]([CH3:10])[c:5]([Br:9])[cH:6][c:7]1[CH3:8].[CH3:16][N:17]([CH:18]=[O:19])[CH3:20].[CH:12]([Mg+:13])([CH3:14])[CH3:15].[Cl-:11].[O:22]1[CH2:23][CH2:24][CH2:25][CH2:26]1.[OH2:21]>>[Br:1][c:2]1[n:3][c:4]([CH3:10])[c:5]([CH:18]=[O:19])[cH:6][c:7]1[CH3:8]. Yields the product Cc1cc(C=O)c(C)nc1Br. The reactants are Cc1cc(Br)c(C)nc1Br, CN(C)C=O, CC(C)[Mg+], [Cl-], C1CCOC1, O. Reactants: NC(=N)N (guanidine), NC1=CC2=C(NN=N2)C=C1 (5-aminobenzotriazole), N#CN (cyanamide), [N+](=O)(O)[O-] (nitric acid). Yields the product [N+](=O)(O)[O-].N(C(=N)N)C1=CC2=C(NN=N2)C=C1 (5-Guanidinobenzotriazole nitrate), compound. RXN SMILES: [NH2:1][C:2]1[CH:10]=[CH:9][C:5]2[NH:6][N:7]=[N:8][C:4]=2[CH:3]=1.[N:11]#[C:12][NH2:13].[N+:14]([O-:17])([OH:16])=[O:15].NC(N)=N>>[N+:14]([O-:17])([OH:16])=[O:15].[NH:1]([C:2]1[CH:10]=[CH:9][C:5]2[NH:6][N:7]=[N:8][C:4]=2[CH:3]=1)[C:12]([NH2:13])=[NH:11] |f:4.5|. Reported procedure: 5-Guanidinobenzotriazole nitrate was prepared from 5-aminobenzotriazole (790 mg, 5.89 mmol), cyanamide (371 mg, in 0.75 ml H2O, 8.83 mmol) and concentrated nitric acid (0.5 ml) following the method described for the guanidine of Example 1 to give the compound as a brown solid (248 mg). δH (d6DMSO) 9.71 (1H, s), 8.0 (1H, d, J 6.5 Hz), 7.80 (1H, s), 7.41 (4H, s) and 7.26 (1H, d, J 6.7 Hz). MS (ES+) 177 (MH+, 100%). Yields the product COC(CC1=CC(=C(C(=C1)Br)OC1=CC(=C(C(=C1)C)O)C(C)C)Br)=O (methyl[3,5-dibromo-4-(4-hydroxy-3-isopropyl-5-methylphenoxy)phenyl]acetate). The yield is 83.4%. Run at time 12 hour. RXN SMILES: C([SiH](CC)CC)C.[CH3:8][O:9][C:10](=[O:33])[CH2:11][C:12]1[CH:17]=[C:16]([Br:18])[C:15]([O:19][C:20]2[CH:25]=[C:24]([CH:26]([CH3:28])[CH3:27])[C:23]([OH:29])=[C:22]([CH:30]=O)[CH:21]=2)=[C:14]([Br:32])[CH:13]=1>FC(F)(F)C(O)=O>[CH3:8][O:9][C:10](=[O:33])[CH2:11][C:12]1[CH:17]=[C:16]([Br:18])[C:15]([O:19][C:20]2[CH:21]=[C:22]([CH3:30])[C:23]([OH:29])=[C:24]([CH:26]([CH3:28])[CH3:27])[CH:25]=2)=[C:14]([Br:32])[CH:13]=1. The reactants are C(C)[SiH](CC)CC (Triethylsilane), COC(CC1=CC(=C(C(=C1)Br)OC1=CC(=C(C(=C1)C(C)C)O)C=O)Br)=O (methyl[3,5-dibromo-4-(3-formyl-4-hydroxy-5-isopropylphenoxy)phenyl]acetate). The solvent is FC(C(=O)O)(F)F (trifluoroacetic acid). Procedure: Triethylsilane was added to a mixture of methyl[3,5-dibromo-4-(3-formyl-4-hydroxy-5-isopropylphenoxy)phenyl]acetate (243 mg, 0.5 mmol) and trifluoroacetic acid (10 mL) at room temperature. After 12 hours stirring, the reaction mixture was concentrated via co-evaporated with toluene. The residue was purified on column (silica, gradient elution: n-heptane/ethyl acetate from 9:1 to 7:3) to give 197 mg (84%) of methyl[3,5-dibromo-4-(4-hydroxy-3-isopropyl-5-methylphenoxy)phenyl]acetate. Reactants: NC=1C=C(C=NC1)C(=O)C1=CN(C2=C1C=NC=C2F)C(CO[Si](C)(C)C(C)(C)C)(C)C ((5-amino-pyridin-3-yl)-{1-[2-(tert-butyl-dimethyl-silanyloxy)-1,1-dimethyl-ethyl]-7-fluoro-1H-pyrrolo[3,2-c]pyridin-3-yl}-methanone), FC(C=1C=NN(C1)CC(=O)O)(F)F ((4-trifluoromethyl-pyrazol-1-yl)-acetic acid), CCN(C(C)C)C(C)C (DIPEA), C(CC)P1(OP(OP(O1)(=O)CCC)(=O)CCC)=O (T3P). Run in C1CCOC1 (THF). Conditions: temperature 25 celsius, time 18 hour. Product: C(C)(C)(C)[Si](OCC(C)(C)N1C=C(C=2C=NC=C(C21)F)C(=O)C=2C=C(C=NC2)NC(CN2N=CC(=C2)C(F)(F)F)=O)(C)C (N-(5-{1-[2-(tert-Butyl-dimethyl-silanyloxy)-1,1-dimethyl-ethyl]-7-fluoro-1H-pyrrolo[3,2-c]pyridine-3-carbonyl}-pyridin-3-yl)-2-(4-trifluoromethyl-pyrazol-1-yl)-acetamide), solid. Yield: 71.0%. RXN SMILES: [NH2:1][C:2]1[CH:3]=[C:4]([C:8]([C:10]2[C:14]3[CH:15]=[N:16][CH:17]=[C:18]([F:19])[C:13]=3[N:12]([C:20]([CH3:31])([CH3:30])[CH2:21][O:22][Si:23]([C:26]([CH3:29])([CH3:28])[CH3:27])([CH3:25])[CH3:24])[CH:11]=2)=[O:9])[CH:5]=[N:6][CH:7]=1.[F:32][C:33]([F:44])([F:43])[C:34]1[CH:35]=[N:36][N:37]([CH2:39][C:40](O)=[O:41])[CH:38]=1.CCN(C(C)C)C(C)C.C(P1(=O)OP(CCC)(=O)OP(CCC)(=O)O1)CC>C1COCC1>[C:26]([Si:23]([CH3:24])([CH3:25])[O:22][CH2:21][C:20]([N:12]1[C:13]2[C:18]([F:19])=[CH:17][N:16]=[CH:15][C:14]=2[C:10]([C:8]([C:4]2[CH:3]=[C:2]([NH:1][C:40](=[O:41])[CH2:39][N:37]3[CH:38]=[C:34]([C:33]([F:43])([F:32])[F:44])[CH:35]=[N:36]3)[CH:7]=[N:6][CH:5]=2)=[O:9])=[CH:11]1)([CH3:31])[CH3:30])([CH3:29])([CH3:28])[CH3:27]. Procedure details: To a solution of (5-amino-pyridin-3-yl)-{1-[2-(tert-butyl-dimethyl-silanyloxy)-1,1-dimethyl-ethyl]-7-fluoro-1H-pyrrolo[3,2-c]pyridin-3-yl}-methanone (Preparation 29, 35 mg, 79.1 μmol), (4-trifluoromethyl-pyrazol-1-yl)-acetic acid (20.7 mg, 106.9 μmol) and DIPEA (48 μL, 276.8 μmol) in THF (3 mL), T3P (166 μL, 276.8 μmol) was added and the mixture stirred at 25° C. for 18 hours. The reaction was evaporated under reduced pressure, the residue partitioned between water and ethyl acetate, the organic... Run in CN(C)C=O (DMF), CN(C)C=O (DMF). Yield: 73.1%. Reaction SMILES: [H-].[Na+].C(S)C.[Cl:6][C:7]1[CH:8]=[C:9]([CH:26]=[C:27]([Cl:31])[C:28]=1[O:29]C)[C:10]([N:13]1[CH2:17][C:16]([CH3:18])=[C:15]([C:19]2[CH:24]=[CH:23][CH:22]=[CH:21][CH:20]=2)[C:14]1=[O:25])([CH3:12])[CH3:11].Cl>CN(C=O)C>[Cl:6][C:7]1[CH:8]=[C:9]([CH:26]=[C:27]([Cl:31])[C:28]=1[OH:29])[C:10]([N:13]1[CH2:17][C:16]([CH3:18])=[C:15]([C:19]2[CH:24]=[CH:23][CH:22]=[CH:21][CH:20]=2)[C:14]1=[O:25])([CH3:12])[CH3:11] |f:0.1|. Reaction conditions: temperature 10 celsius, time 30 minute. The product is ClC=1C=C(C(C)(C)N2C(C(=C(C2)C)C2=CC=CC=C2)=O)C=C(C1O)Cl (1-(3,5-dichloro-4-hydroxy-α,α-dimethylbenzyl)-4-methyl-3-phenyl-3-pyrrolin-2-one). Procedure: A DMF suspension of 2.2 g (0.05 mol) of sodium hydride (about 60% in oil) was cooled with ice water, and 5.1 g (0.05 mol) of ethyl mercaptan was dropwise added thereto at a temperature not higher than 10° C. under stirring. The reaction mixture was returned to room temperature and left to stand for about 30 minutes. Then, a DMF solution of 15.7 g (0.04 mol) of 1-(3,5- dichloro-4-methoxy-α,α-dimethylbenzyl)-4-methyl-3-phenyl- 3-pyrrolin-2-one (Compound No. 143) prepared in Example 2, was added th... The reactants are [H-].[Na+] (sodium hydride), ClC=1C=C(C(C)(C)N2C(C(=C(C2)C)C2=CC=CC=C2)=O)C=C(C1OC)Cl (1-(3,5- dichloro-4-methoxy-α,α-dimethylbenzyl)-4-methyl-3-phenyl- 3-pyrrolin-2-one), ice water, C(C)S (ethyl mercaptan), ice water, Cl (hydrochloric acid). Starting materials: CC1NCCCC1 (2-methylpiperidine), C([O-])([O-])=O.[K+].[K+] (Potassium carbonate), [I-].[K+] (potassium iodide), C(C)(C)(C)OC(=O)N1CCN(CC1)C1=CC=C(C=C1)OCCCCl (4-[4-(3-chloro-propoxy)-phenyl]-piperazine-1-carboxylic acid tert-butyl ester). Solvent: CC(CC)=O (2-butanone), O (water). Product: CC1N(CCCC1)CCCOC1=CC=C(C=C1)N1CCN(CC1)C(=O)OC(C)(C)C (1,1-Dimethylethyl 4-(4-{[3-(2-methyl-1-piperidinyl)propyl]oxy}phenyl)-1-piperazinecarboxylate). Isolated yield 88.2%. RXN SMILES: [C:1]([O:5][C:6]([N:8]1[CH2:13][CH2:12][N:11]([C:14]2[CH:19]=[CH:18][C:17]([O:20][CH2:21][CH2:22][CH2:23]Cl)=[CH:16][CH:15]=2)[CH2:10][CH2:9]1)=[O:7])([CH3:4])([CH3:3])[CH3:2].C(=O)([O-])[O-].[K+].[K+].[I-].[K+].[CH3:33][CH:34]1[CH2:39][CH2:38][CH2:37][CH2:36][NH:35]1>CC(=O)CC.O>[CH3:33][CH:34]1[CH2:39][CH2:38][CH2:37][CH2:36][N:35]1[CH2:23][CH2:22][CH2:21][O:20][C:17]1[CH:18]=[CH:19][C:14]([N:11]2[CH2:12][CH2:13][N:8]([C:6]([O:5][C:1]([CH3:4])([CH3:3])[CH3:2])=[O:7])[CH2:9][CH2:10]2)=[CH:15][CH:16]=1 |f:1.2.3,4.5|. Procedure details: 1,1-Dimethylethyl 4-{4-[(3-chloropropyl)oxy]phenyl}-1-piperazinecarboxylate (D9) (1.6 g), was dissolved in 2-butanone (10 ml). Potassium carbonate (1.38 g) and a catalytic amount of potassium iodide were added, followed by 2-methylpiperidine (0.99 g). The mixture was heated at reflux for 72 h under nitrogen. The reaction mixture was diluted with water and extracted with dichloromethane. The organic phases were separated using a hydrophobic frit, combined and evaporated in vacuo. The residue was ...